Dataset: the Open Reaction Database (ORD), a public repository of structured organic reaction records. Task: describe an organic reaction: reactants, conditions, products, and yield Starting materials: OCC=1CCOC2=C(C1)C=C(C=C2)C2=CC=C(C=C2)C (4-hydroxymethyl-7-(4-methylphenyl)-2,3-dihydro-1-benzooxepine). Reagents/catalysts: [O-2].[O-2].[Mn+4] (manganese dioxide). Run in ClCCl (dichloromethane). Conditions: time 3 hour. Product: CC1=CC=C(C=C1)C=1C=CC2=C(C=C(CCO2)C=O)C1 (7-(4-methylphenyl)-2,3-dihydro-1-benzooxepine-4-carbaldehyde). Yield: 92.1%. RXN SMILES: [OH:1][CH2:2][C:3]1[CH2:4][CH2:5][O:6][C:7]2[CH:13]=[CH:12][C:11]([C:14]3[CH:19]=[CH:18][C:17]([CH3:20])=[CH:16][CH:15]=3)=[CH:10][C:8]=2[CH:9]=1>ClCCl.[O-2].[O-2].[Mn+4]>[CH3:20][C:17]1[CH:16]=[CH:15][C:14]([C:11]2[CH:12]=[CH:13][C:7]3[O:6][CH2:5][CH2:4][C:3]([CH:2]=[O:1])=[CH:9][C:8]=3[CH:10]=2)=[CH:19][CH:18]=1 |f:2.3.4|. Reported procedure: Into a solution of 4-hydroxymethyl-7-(4-methylphenyl)-2,3-dihydro-1-benzooxepine (0.21 g) in dichloromethane (10 ml) were added manganese dioxide (687 mg), and the resulting mixture was stirred at room temperature for 3 hours. An insoluble material was removed by filtration, and the filtrate was evaporated to remove dichloromethane. The residue was recrystallized from ethyl acetate/hexane to obtain 7-(4-methylphenyl)-2,3-dihydro-1-benzooxepine-4-carbaldehyde (192 mg) as colorless crystals. Starting materials: ClC1=C(C(=CC(=C1)C(F)(F)F)Cl)N1C(=NC(=C1N)SC(F)(F)F)Cl (1-(2,6-dichloro-4-trifluoromethylphenyl)-5-amino-2-chloro-4-trifluoromethylsulfenylimidazole), CSSC (dimethyl disulfide), C(C)(C)(C)ON=O (t-butylnitrite). Run in C(Cl)(Cl)Cl (chloroform), C(Cl)Cl (methylene chloride). Run at temperature 0 celsius, time 15 minute. Product: ClC1=C(C(=CC(=C1)C(F)(F)F)Cl)N1C(=NC(=C1SC)SC(F)(F)F)Cl (1-(2,6-dichloro-4-trifluoromethylphenyl)-2-chloro-5-methylsulfenyl-4-trifluoromethylsulfenylimidazole). Yield: 58.7%. Reaction SMILES: [Cl:1][C:2]1[CH:7]=[C:6]([C:8]([F:11])([F:10])[F:9])[CH:5]=[C:4]([Cl:12])[C:3]=1[N:13]1[C:17](N)=[C:16]([S:19][C:20]([F:23])([F:22])[F:21])[N:15]=[C:14]1[Cl:24].[CH3:25][S:26]SC.C(ON=O)(C)(C)C>C(Cl)(Cl)Cl.C(Cl)Cl>[Cl:1][C:2]1[CH:7]=[C:6]([C:8]([F:11])([F:10])[F:9])[CH:5]=[C:4]([Cl:12])[C:3]=1[N:13]1[C:17]([S:26][CH3:25])=[C:16]([S:19][C:20]([F:23])([F:22])[F:21])[N:15]=[C:14]1[Cl:24]. Procedure: To a solution of 700 mg (1.77 mmole) of 1-(2,6-dichloro-4-trifluoromethylphenyl)-5-amino-2-chloro-4-trifluoromethylsulfenylimidazole in 8 ml of chloroform was added 0.26 ml (2.54 mmole) of dimethyl disulfide and 0.32 ml (0.89 mmole) of t-butylnitrite at 0° C. The resulting mixture was stirred at 0° C. for 15 min. and then at RT for 45 min. The mixture was diluted with 75 ml of methylene chloride and partitioned between water and methylene chloride. The organic layer was dried over anhydrous sodi...